This data is from the Open Reaction Database (ORD), a public repository of structured organic reaction records. The task is: describe an organic reaction: reactants, conditions, products, and yield Reactants: Cl.NO (hydroxylamine hydrochloride), C(C)(C)(C)OC(NC(C(O)C#N)CC)=O ((2-cyano-1-ethyl-2-hydroxy-ethyl)-carbamic acid tert-butyl ester). The solvent is CO (methanol), C[O-].[Na+] (sodium methoxide), CO (methanol), CO (methanol). Reaction conditions: temperature 0 celsius, time 5 minute. The product is C(C)(C)(C)OC(N[C@@H](CC)C(C(NO)=N)O)=O ({(S)-1-[hydroxy-(N-hydroxycarbamimidoyl)-methyl]-propyl}-carbamic acid tert-butyl ester). Isolated yield 32.2%. Reaction SMILES: [C:1]([O:5][C:6](=[O:15])[NH:7][CH:8]([CH2:13][CH3:14])[CH:9]([C:11]#[N:12])[OH:10])([CH3:4])([CH3:3])[CH3:2].Cl.[NH2:17][OH:18]>CO.C[O-].[Na+]>[C:1]([O:5][C:6](=[O:15])[NH:7][C@H:8]([CH:9]([OH:10])[C:11](=[NH:12])[NH:17][OH:18])[CH2:13][CH3:14])([CH3:2])([CH3:3])[CH3:4] |f:1.2,4.5|. Procedure: A solution of (2-cyano-1-ethyl-2-hydroxy-ethyl)-carbamic acid tert-butyl ester (9.53 g, 44 mmol) in methanol (80 ml) was cooled to 0° C. and treated successively with hydroxylamine hydrochloride (3.05 g, 44 mmol) in methanol (80 ml) and 25% sodium methoxide solution in methanol (10.2 ml). After stirring at 0° C. for 5 minutes the reaction mixture stirred at room temperature for 5 hours and then evaporated. The residue was partitioned between ethyl acetate and water. The organic layer was separat... The solvent is C(C)(=O)OC(C)=O (acetic anhydride). The reactants are C=O (formalin), Cl.CNC (dimethylamine hydrochloride), CC=1C=C2CCCC(C2=CC1C)=O (3,4-dihydro-6,7-dimethyl-1(2H)-naphthalenone). Procedure details: A mixture of 37% formalin (18 g) and dimethylamine hydrochloride (18 g) was stirred at 25° C. for 30 minutes, and stirred at 70° C. for 30 minutes. The reaction temperature was raised to 80° C., and to the mixture was added dropwise acetic anhydride (80 ml). The reaction mixture was stirred at 80° C. for one hour, and thereto was added 3,4-dihydro-6,7-dimethyl-1(2H)-naphthalenone (26 g). The reaction temperature was raised to 90° C., and the mixture was stirred for 6 hours. The mixture was conce... Reaction SMILES: [CH2:1]=O.[ClH:3].[CH3:4][NH:5][CH3:6].[CH3:7][C:8]1[CH:9]=[C:10]2[C:15](=[CH:16][C:17]=1[CH3:18])[C:14](=[O:19])[CH2:13][CH2:12][CH2:11]2>C(OC(=O)C)(=O)C>[ClH:3].[CH3:4][N:5]([CH2:1][CH:13]1[CH2:12][CH2:11][C:10]2[C:15](=[CH:16][C:17]([CH3:18])=[C:8]([CH3:7])[CH:9]=2)[C:14]1=[O:19])[CH3:6] |f:1.2,5.6|. The yield is 97.6%. Product: Cl.CN(C)CC1C(C2=CC(=C(C=C2CC1)C)C)=O (2-dimethylaminomethyl-3,4-dihydro-6,7-dimethyl-1(2H)-naphthalenone hydrochloride). Reaction conditions: temperature 25 celsius, time 30 minute. Reactants: C12C(CC(C=C1)C2)C(=O)O (5-norbornene-2-carboxylic acid). Solvent: [C].[Pd] (palladium-carbon). Conditions: time 17.5 hour. Yields the product C12C(CC(CC1)C2)C(=O)O (2-norbornanecarboxylic acid). The yield is 100.8%. Reaction SMILES: [CH:1]12[CH2:7][CH:4]([CH:5]=[CH:6]1)[CH2:3][CH:2]2[C:8]([OH:10])=[O:9]>[C].[Pd]>[CH:1]12[CH2:7][CH:4]([CH2:5][CH2:6]1)[CH2:3][CH:2]2[C:8]([OH:10])=[O:9] |f:1.2|. Procedure: 38.8 g (269 mmol) of crude 5-norbornene-2-carboxylic acid was dissolved in 740 ml of solmix, 1.92 g of 5% palladium-carbon powder was added and the mixture was stirred for 17.5 hours under an atmosphere of hydrogen. The catalyst was filtered off, the solvent was distilled away, and 38.0 g of crude 2-norbornanecarboxylic acid was obtained. Crude yield: 100%. As a reaction SMILES: C([O:8][C:9](=[O:22])[C:10]1[CH:15]=[CH:14][C:13]([N:16]2[CH2:21][CH2:20][NH:19][CH2:18][CH2:17]2)=[CH:12][CH:11]=1)C1C=CC=CC=1.Cl[C:24]1[CH:40]=[CH:39][C:27]([C:28]([NH:30][C:31]2[CH:36]=[CH:35][CH:34]=[C:33]([O:37][CH3:38])[CH:32]=2)=[O:29])=[CH:26][N:25]=1.C1(NC(C2C=CC(N3CCN(C4C=CC(C(O)=O)=CC=4)CC3)=NC=2)=O)C=CC=CC=1>>[CH3:38][O:37][C:33]1[CH:32]=[C:31]([NH:30][C:28]([C:27]2[CH:39]=[CH:40][C:24]([N:19]3[CH2:18][CH2:17][N:16]([C:13]4[CH:12]=[CH:11][C:10]([C:9]([OH:8])=[O:22])=[CH:15][CH:14]=4)[CH2:21][CH2:20]3)=[N:25][CH:26]=2)=[O:29])[CH:36]=[CH:35][CH:34]=1. Yields the product COC=1C=C(C=CC1)NC(=O)C=1C=CC(=NC1)N1CCN(CC1)C1=CC=C(C(=O)O)C=C1 (4-{4-[5-(3-Methoxy-phenylcarbamoyl)-pyridin-2-yl]-piperazin-1-yl}-benzoic acid). Reported procedure: 4-{4-[5-(3-Methoxy-phenylcarbamoyl)-pyridin-2-yl]-piperazin-1-yl}-benzoic acid was prepared from 4-piperazin-1-yl-benzoic acid benzyl ester and 6-chloro-N-(3-methoxy-phenyl)-nicotinamide with a method similar to the one described in the synthesis of 4-[4-(5-phenylcarbamoyl-pyridin-2-yl)-piperazin-1-yl]-benzoic acid above. HRMS m/z calcd for C24H24N4O4 [M+H]+: 433.1871. Found: 433.1868. Starting materials: C(C1=CC=CC=C1)OC(C1=CC=C(C=C1)N1CCNCC1)=O (4-piperazin-1-yl-benzoic acid benzyl ester), ClC1=NC=C(C(=O)NC2=CC(=CC=C2)OC)C=C1 (6-chloro-N-(3-methoxy-phenyl)-nicotinamide), C1(=CC=CC=C1)NC(=O)C=1C=CC(=NC1)N1CCN(CC1)C1=CC=C(C(=O)O)C=C1 (4-[4-(5-phenylcarbamoyl-pyridin-2-yl)-piperazin-1-yl]-benzoic acid).